Task: describe an organic reaction: reactants, conditions, products, and yield. Dataset: the Open Reaction Database (ORD), a public repository of structured organic reaction records Reactants: NC1=CC(=NC(=N1)C)C1=C(N=CC(=N1)C(C)=O)NC=1C=NC(=C(C1)F)OC (1-(6-(6-amino-2-methylpyrimidin-4-yl)-5-(5-fluoro-6-methoxypyridin-3-ylamino)pyrazin-2-yl)ethanone), C[Mg]Br (methylmagnesium bromide), solution, C(C)OCC (diethyl ether). Run in O1CCCC1 (tetrahydrofuran), [NH4+].[Cl-] (NH4Cl). Run at temperature 0 celsius, time 30 minute. The product is NC1=CC(=NC(=N1)C)C1=C(N=CC(=N1)C(C)(C)O)NC=1C=NC(=C(C1)F)OC (2-(6-(6-amino-2-methylpyrimidin-4-yl)-5-(5-fluoro-6-methoxypyridin-3-ylamino)pyrazin-2-yl)propan-2-ol). The yield is 74.1%. Reaction SMILES: [NH2:1][C:2]1[N:7]=[C:6]([CH3:8])[N:5]=[C:4]([C:9]2[N:14]=[C:13]([C:15](=[O:17])[CH3:16])[CH:12]=[N:11][C:10]=2[NH:18][C:19]2[CH:20]=[N:21][C:22]([O:26][CH3:27])=[C:23]([F:25])[CH:24]=2)[CH:3]=1.[CH3:28][Mg]Br.C(OCC)C>O1CCCC1.[NH4+].[Cl-]>[NH2:1][C:2]1[N:7]=[C:6]([CH3:8])[N:5]=[C:4]([C:9]2[N:14]=[C:13]([C:15]([OH:17])([CH3:28])[CH3:16])[CH:12]=[N:11][C:10]=2[NH:18][C:19]2[CH:20]=[N:21][C:22]([O:26][CH3:27])=[C:23]([F:25])[CH:24]=2)[CH:3]=1 |f:4.5|. Procedure details: A mixture of 1-(6-(6-amino-2-methylpyrimidin-4-yl)-5-(5-fluoro-6-methoxypyridin-3-ylamino)pyrazin-2-yl)ethanone (11 mg, 0.030 mmol) and methylmagnesium bromide, 3.0 M solution in diethyl ether (10.65 μL, 0.089 mmol, Aldrich, St. Louis, Mo.) in tetrahydrofuran (1 mL) was stirred at 0° C. for 30 min. The reaction mixture was diluted with saturated NH4Cl (5 mL) and extracted with CH2Cl2 (2×10 mL). The organic extracts were washed with saturated NaCl 5 mL) and dried over Na2SO4. The solution was fil...